Task: describe an organic reaction: reactants, conditions, products, and yield. Dataset: the Open Reaction Database (ORD), a public repository of structured organic reaction records Starting materials: CC1(OCC(CO1)CC1=CC(=CC=C1)CC=1N=C(OC1C)C1=CC=CC=C1)C (2,2-dimethyl-5-{3-[(5-methyl-2-phenyloxazol-4-yl)methyl]benzyl}-1,3-dioxane), C1(=CC=C(C=C1)S(=O)(=O)[O-])C.[NH+]1=CC=CC=C1 (pyridinium p-toluenesulfonate). Run in C(C)O (ethanol). Yields the product OCC(CC=1C=C(CC=2N=C(OC2C)C2=CC=CC=C2)C=CC1)CO (4-{3-[2,2-Bis(hydroxymethyl)ethyl]benzyl}-5-methyl-2-phenyloxazole). The yield is 106.6%. As a reaction SMILES: CC1(C)[O:7][CH2:6][CH:5]([CH2:8][C:9]2[CH:14]=[CH:13][CH:12]=[C:11]([CH2:15][C:16]3[N:17]=[C:18]([C:22]4[CH:27]=[CH:26][CH:25]=[CH:24][CH:23]=4)[O:19][C:20]=3[CH3:21])[CH:10]=2)[CH2:4][O:3]1.C1(C)C=CC(S([O-])(=O)=O)=CC=1.[NH+]1C=CC=CC=1>C(O)C>[OH:7][CH2:6][CH:5]([CH2:4][OH:3])[CH2:8][C:9]1[CH:10]=[C:11]([CH:12]=[CH:13][CH:14]=1)[CH2:15][C:16]1[N:17]=[C:18]([C:22]2[CH:27]=[CH:26][CH:25]=[CH:24][CH:23]=2)[O:19][C:20]=1[CH3:21] |f:1.2|. Procedure details: A mixture solution of 320 mg of 2,2-dimethyl-5-{3-[(5-methyl-2-phenyloxazol-4-yl)methyl]benzyl}-1,3-dioxane, 21 ml of ethanol and 21 mg of pyridinium p-toluenesulfonate (PPTS) was stirred for 2 hours at 55-60° C. The reaction solution was concentrated and the residue was purified by silica gel column chromatography (Wakogel® C-200, chloroform) to provide 305 mg of the objective compound as colorless oil. The reactants are 227, Cl.C(C)N(CC)C1=CC(=C(N)C=C1)C (4-(N,N-diethylamino)-2-methylaniline monohydrochloride), ClC1=C(C=CC=C1)O (o-chlorophenol), K3Fe(CN)6, C(=O)([O-])[O-].[Na+].[Na+] (Na2CO3). Solvent: CO (methanol), C(C)O (ethanol), O (water), C(C)O (ethanol), O (water), O (water). Run at temperature 55 celsius. Yields the product ClC=1C(C=CC(C1)=NC1=C(C=C(C=C1)N(CC)CC)C)=O (2-Chloro-4-[[2-methyl-4-(diethylamino)phenyl]imino]-2,5-cyclohexadien-1-one). The yield is 90.0%. Reaction SMILES: C([O-])([O-])=O.[Na+].[Na+].Cl.[CH2:8]([N:10]([C:13]1[CH:19]=[CH:18][C:16]([NH2:17])=[C:15]([CH3:20])[CH:14]=1)[CH2:11][CH3:12])[CH3:9].[Cl:21][C:22]1[CH:27]=[CH:26][CH:25]=[CH:24][C:23]=1[OH:28]>CO.O.C(O)C>[Cl:21][C:22]1[C:23](=[O:28])[CH:24]=[CH:25][C:26](=[N:17][C:16]2[CH:18]=[CH:19][C:13]([N:10]([CH2:11][CH3:12])[CH2:8][CH3:9])=[CH:14][C:15]=2[CH3:20])[CH:27]=1 |f:0.1.2,3.4|. Reported procedure: 1450 parts K3Fe(CN)6, 595 parts Na2CO3, and 4150 parts water were added to a 12-liter round bottom flask equipped with a mechanical stirrer, thermometer, and addition funnel. The mixture was heated to 55° C. with stirring. A solution of 227 parts 4-(N,N-diethylamino)-2-methylaniline monohydrochloride, 128 parts o-chlorophenol, 1960 parts ethanol, and 2500 parts water was charged to the addition funnel and added dropwise to the stirred, heated solution. After the addition was complete the reactio...